Dataset: the Open Reaction Database (ORD), a public repository of structured organic reaction records. Task: describe an organic reaction: reactants, conditions, products, and yield Reactants: CCO, COC(=O)c1ccc2nc(C)oc2c1, Cl, [Na+], [OH-]. The product is Cc1nc2ccc(C(=O)O)cc2o1. As a reaction SMILES: [CH3:18][CH2:19][OH:20].[CH3:1][O:2][C:3](=[O:4])[c:5]1[cH:6][c:7]2[c:8]([n:9][c:10]([CH3:12])[o:11]2)[cH:13][cH:14]1.[ClH:17].[Na+:16].[OH-:15]>>[O:2]=[C:3]([OH:4])[c:5]1[cH:6][c:7]2[c:8]([n:9][c:10]([CH3:12])[o:11]2)[cH:13][cH:14]1. The solvent is CO (methyl alcohol). The reagents and catalysts are [Pd] (palladium charcoal). The yield is 98.9%. As a reaction SMILES: [CH3:1][O:2][C:3]([CH2:5][C:6](=[CH:10][C:11]1[C:20]2[C:15](=[CH:16][CH:17]=[CH:18][CH:19]=2)[CH:14]=[CH:13][CH:12]=1)[C:7]([OH:9])=[O:8])=[O:4]>CO.[Pd]>[CH3:1][O:2][C:3]([CH2:5][CH:6]([CH2:10][C:11]1[C:20]2[C:15](=[CH:16][CH:17]=[CH:18][CH:19]=2)[CH:14]=[CH:13][CH:12]=1)[C:7]([OH:9])=[O:8])=[O:4]. Starting materials: COC(=O)CC(C(=O)O)=CC1=CC=CC2=CC=CC=C12 (3-methoxycarbonyl-2-(1-naphthylmethylene)propionic acid). Reported procedure: To a solution of 251 mg of the propionic acid compound in 10 ml of methyl alcohol was added 30 mg of a 10% palladium charcoal, and the mixture was hydrogenated under a hydrogen atmosphere at room temperature. After filtration of the catalyst, the reaction mixture was concentrated under reduced pressure to obtain 250 mg of 3-methoxycarbonyl-2-(1-naphthylmethyl)propionic acid as a white powder. Yields the product COC(=O)CC(C(=O)O)CC1=CC=CC2=CC=CC=C12 (3-methoxycarbonyl-2-(1-naphthylmethyl)propionic acid). Reactants: NC1=CC=CC=2C(C3=CC=CC=C3C(C12)=O)=O (1-aminoanthraquinone). RXN SMILES: [NH2:1][C:2]1[C:15]2[C:14](=[O:16])[C:13]3[C:8](=[CH:9][CH:10]=[CH:11][CH:12]=3)[C:7](=[O:17])[C:6]=2[CH:5]=[CH:4][CH:3]=1>CN1C(=O)N(C)CCC1>[CH:10]1[CH:9]=[C:8]2[C:7]([C:6]3[CH:5]=[CH:4][C:3]4[NH:1][C:2]5[C:15]6[C:14]([C:13]7[C:8]([C:7](=[O:17])[C:6]=6[CH:5]=[CH:4][C:3]=5[NH:1][C:2]=4[C:15]=3[C:14](=[O:16])[C:13]2=[CH:12][CH:11]=1)=[CH:9][CH:10]=[CH:11][CH:12]=7)=[O:16])=[O:17]. Reported procedure: 102.6 g of 1-aminoanthraquinone (97.5% pure) were condensed in the presence of 200 g (190 ml) of N,N'-dimethylpropyleneurea as described in Example 1 to form indanthrone (I). The product is C1=CC=C2C(=C1)C(=O)C3=C(C2=O)C4=C(C=C3)NC5=C(N4)C=CC6=C5C(=O)C7=CC=CC=C7C6=O (indanthrone). Solvent: CN1CCCN(C1=O)C (N,N'-dimethylpropyleneurea). Reactants: [Al+3], C1CCOC1, CN1C2CCC1CC(=O)NC2, [H-], [H-], [H-], [H-], [Li+]. Yields the product CN1C2CCNCC1CC2. As a reaction SMILES: [Al+3:2].[CH2:18]1[O:19][CH2:20][CH2:21][CH2:22]1.[CH3:7][N:8]1[CH:9]2[CH2:10][NH:11][C:12](=[O:17])[CH2:13][CH:14]1[CH2:15][CH2:16]2.[H-:1].[H-:4].[H-:5].[H-:6].[Li+:3]>>[CH3:7][N:8]1[CH:9]2[CH2:10][NH:11][CH2:12][CH2:13][CH:14]1[CH2:15][CH2:16]2. Reactants: compound 107f, B(B(O)O)(O)O (tetrahydroxydiborane), B(B(O)O)(O)O (hypodiboric acid), Xphos Pd-G2, CC(=O)[O-].[K+] (KOAc), intermediate 108a, CC1(CC=2N3CCNC(C3=CC2C1)=O)C (4,4-dimethyl-1,10-diazatricyclo[6.4.0.02,6]dodeca-2(6),7-dien-9-one), ClC1=C(C(=NC=C1)N1C(C2=CC=3CC(CC3N2CC1)(C)C)=O)C=O (4-Chloro-2-{4,4-dimethyl-9-oxo-1,10-diazatricyclo[6.4.0.02,6]dodeca-2(6),7-dien-10-yl}pyridine-3-carbaldehyde), [BH4-].[Na+] (NaBH4). Reagents/catalysts: CC(C)C1=CC(=C(C(=C1)C(C)C)C2=C(C=CC=C2)P(C3CCCCC3)C4CCCCC4)C(C)C (Xphos). Solvent: CCO (EtOH), CO (MeOH), C(Cl)Cl (DCM). Run at temperature 0 celsius, time 1 hour. The product is ClC1=C(C(=NC=C1)N1C(C2=CC=3CC(CC3N2CC1)(C)C)=O)C=O (4-Chloro-2-{4,4-dimethyl-9-oxo-1,10-diazatricyclo[6.4.0.02,6]dodeca-2(6),7-dien-10-yl}pyridine-3-carbaldehyde), CC1(CC=2N3CCN(C(C3=CC2C1)=O)C1=NC=CC2=C1COB2O)C (4-(4,4-Dimethyl-9-oxo-1,10-diazatricyclo[6.4.0.02,6]dodeca-2(6),7-dien-10-yl)[1,2]oxaborolo[4,3-c]pyridin-1(3H)-ol). Isolated yield 53.0%. As a reaction SMILES: CC1(C)CC2C=C3N(CCNC3=O)C=2C1.[Cl:16][C:17]1[CH:22]=[CH:21][N:20]=[C:19]([N:23]2[CH2:34][CH2:33][N:32]3[C:25](=[CH:26][C:27]4[CH2:28][C:29]([CH3:36])([CH3:35])[CH2:30][C:31]=43)[C:24]2=[O:37])[C:18]=1[CH:38]=[O:39].[BH4-].[Na+].B(O)(O)[B:43]([OH:45])[OH:44].CC([O-])=O.[K+]>CO.C(Cl)Cl.CCO.CC(C1C=C(C(C)C)C(C2C=CC=CC=2P(C2CCCCC2)C2CCCCC2)=C(C(C)C)C=1)C>[Cl:16][C:17]1[CH:22]=[CH:21][N:20]=[C:19]([N:23]2[CH2:34][CH2:33][N:32]3[C:25](=[CH:26][C:27]4[CH2:28][C:29]([CH3:36])([CH3:35])[CH2:30][C:31]=43)[C:24]2=[O:37])[C:18]=1[CH:38]=[O:39].[CH3:35][C:29]1([CH3:36])[CH2:28][C:27]2[CH:26]=[C:25]3[N:32]([CH2:33][CH2:34][N:23]([C:19]4[C:18]5[CH2:38][O:44][B:43]([OH:45])[C:17]=5[CH:22]=[CH:21][N:20]=4)[C:24]3=[O:37])[C:31]=2[CH2:30]1 |f:2.3,5.6|. Reported procedure: 4-Chloro-2-{4,4-dimethyl-9-oxo-1,10-diazatricyclo[6.4.0.02,6]dodeca-2(6),7-dien-10-yl}pyridine-3-carbaldehyde 107e was prepared following the procedures for intermediate 108a in U.S. Pat. No. 8,716,274, Example 108, Figure 8, and from 4,4-dimethyl-1,10-diazatricyclo[6.4.0.02,6]dodeca-2(6),7-dien-9-one from U.S. Pat. No. 8,729,072, Example 103e. To a solution of 107e (12.0 g, 35.0 mmol) in MeOH (40 mL) and DCM (40 mL) was added NaBH4 (1.83 g, 38.4 mmol) in batches at 0° C. The reaction mixture wa... The reactants are C=C1CC(=O)O1 (diketene), NC=1C=C(NC(CCCC)=O)C=CC1 (m-aminovaleranilide). Run in C1=CC=CC=C1 (benzene). Reaction conditions: temperature 20 celsius, time 16 hour. Product: C(CCCC)(=O)NC=1C=C(NC(CC(C)=O)=O)C=CC1 (m-valeramido-acetylacetanilide). Yield: 24.6%. As a reaction SMILES: [CH2:1]=[C:2]1[O:6][C:4](=[O:5])[CH2:3]1.[NH2:7][C:8]1[CH:9]=[C:10]([CH:18]=[CH:19][CH:20]=1)[NH:11][C:12](=[O:17])[CH2:13][CH2:14][CH2:15][CH3:16]>C1C=CC=CC=1>[C:12]([NH:11][C:10]1[CH:9]=[C:8]([CH:20]=[CH:19][CH:18]=1)[NH:7][C:4](=[O:5])[CH2:3][C:2](=[O:6])[CH3:1])(=[O:17])[CH2:13][CH2:14][CH2:15][CH3:16]. Reported procedure: 42 g of diketene were added to a mixture of 96 g of m-aminovaleranilide in 400 ml of benzene and the mixture was stirred for 16 hours at 20° C. The benzene was decanted and the residue was added to refluxing benzene. The mixture was treated with activated carbon and filtered to obtain raw m-valeramido-acetylacetanilide melting at 90° C. Crystallization from ethyl acetate yielded 34 g of pure m-valeramido-acetylacetanilide melting at 116° C. Reactants: C(=O)(OC)C1N(C2C(N(C2O1)C(C(=O)OCC1=CC=CC=C1)=C(C)C)=O)C(=O)OCC1=CC=CC=C1 (benzyl α-(3ξ-carbomethoxy-2-carbobenzoxy-7-oxo-4-oxa-2,6-diazabicyclo[3.2.0]heptan-6-yl)-α-isopropylideneacetate), aqueous solution, [OH-].[Na+] (sodium hydroxide), Cl (hydrochloric acid). Yields the product C(=O)(O)C1N(C2C(N(C2O1)C(C(=O)OCC1=CC=CC=C1)=C(C)C)=O)C(=O)OCC1=CC=CC=C1 (benzyl α-(3ξ-carboxy-2-carbobenzoxy-7-oxo-4-oxa-2,6-diazabicyclo[3.2.0]heptan-6-yl)-α-isopropylideneacetate). Isolated yield 88.2%. RXN SMILES: [C:1]([CH:5]1[O:11][CH:10]2[CH:7]([C:8](=[O:26])[N:9]2[C:12](=[C:23]([CH3:25])[CH3:24])[C:13]([O:15][CH2:16][C:17]2[CH:22]=[CH:21][CH:20]=[CH:19][CH:18]=2)=[O:14])[N:6]1[C:27]([O:29][CH2:30][C:31]1[CH:36]=[CH:35][CH:34]=[CH:33][CH:32]=1)=[O:28])([O:3]C)=[O:2].[OH-].[Na+].Cl>CC(C)=O>[C:1]([CH:5]1[O:11][CH:10]2[CH:7]([C:8](=[O:26])[N:9]2[C:12](=[C:23]([CH3:24])[CH3:25])[C:13]([O:15][CH2:16][C:17]2[CH:22]=[CH:21][CH:20]=[CH:19][CH:18]=2)=[O:14])[N:6]1[C:27]([O:29][CH2:30][C:31]1[CH:32]=[CH:33][CH:34]=[CH:35][CH:36]=1)=[O:28])([OH:3])=[O:2] |f:1.2|. Run at time 45 minute. Procedure details: To a solution of 1.482 g of benzyl α-(3ξ-carbomethoxy-2-carbobenzoxy-7-oxo-4-oxa-2,6-diazabicyclo[3.2.0]heptan-6-yl)-α-isopropylideneacetate in 20 ml of acetone is added 5 ml of 0.6 M aqueous solution of sodium hydroxide under ice-cooling, and the mixture stirred for 45 minutes, then neutralized with 2 N hydrochloric acid and extracted with ethyl acetate. The extract is washed with water, dried and concentrated under reduced pressure to yield 1.27 g of benzyl α-(3ξ-carboxy-2-carbobenzoxy-7-oxo-4... Solvent: CC(=O)C (acetone). The reactants are ICCCC (iodobutane), ICCCC (iodobutane), C([O-])([O-])=O.[K+].[K+] (Potassium carbonate), OC=1C=C(C=CC1)/C(=C(/C=1C=C2C=NN(C2=CC1)C1OCCCC1)\C1=CC=C(C=C1)/C=C/C(=O)OCC)/CC ((E)-ethyl 3-(4-((E)-2-(3-hydroxyphenyl)-1-(1-(tetrahydro-2H-pyran-2-yl)-1H-indazol-5-yl)but-1-en-1-yl)phenyl)acrylate). Solvent: CC#N (CH3CN), ClCCl (dichloromethane). Reaction conditions: time 15 minute. The product is C(CCC)OC=1C=C(C=CC1)/C(=C(/C=1C=C2C=NN(C2=CC1)C1OCCCC1)\C1=CC=C(C=C1)/C=C/C(=O)OCC)/CC ((E)-ethyl 3-(4-((E)-2-(3-butoxyphenyl)-1-(1-(tetrahydro-2H-pyran-2-yl)-1H-indazol-5-yl)but-1-en-1-yl)phenyl)acrylate). The yield is 88.2%. As a reaction SMILES: C(=O)([O-])[O-].[K+].[K+].[OH:7][C:8]1[CH:9]=[C:10](/[C:14](/[CH2:44][CH3:45])=[C:15](\[C:31]2[CH:36]=[CH:35][C:34](/[CH:37]=[CH:38]/[C:39]([O:41][CH2:42][CH3:43])=[O:40])=[CH:33][CH:32]=2)/[C:16]2[CH:17]=[C:18]3[C:22](=[CH:23][CH:24]=2)[N:21]([CH:25]2[CH2:30][CH2:29][CH2:28][CH2:27][O:26]2)[N:20]=[CH:19]3)[CH:11]=[CH:12][CH:13]=1.I[CH2:47][CH2:48][CH2:49][CH3:50]>CC#N.ClCCl>[CH2:47]([O:7][C:8]1[CH:9]=[C:10](/[C:14](/[CH2:44][CH3:45])=[C:15](\[C:31]2[CH:32]=[CH:33][C:34](/[CH:37]=[CH:38]/[C:39]([O:41][CH2:42][CH3:43])=[O:40])=[CH:35][CH:36]=2)/[C:16]2[CH:17]=[C:18]3[C:22](=[CH:23][CH:24]=2)[N:21]([CH:25]2[CH2:30][CH2:29][CH2:28][CH2:27][O:26]2)[N:20]=[CH:19]3)[CH:11]=[CH:12][CH:13]=1)[CH2:48][CH2:49][CH3:50] |f:0.1.2|. Procedure details: Potassium carbonate (53 mg, 0.38 mmol) was added to (E)-ethyl 3-(4-((E)-2-(3-hydroxyphenyl)-1-(1-(tetrahydro-2H-pyran-2-yl)-1H-indazol-5-yl)but-1-en-1-yl)phenyl)acrylate (101 mg, 0.19 mmol) in CH3CN (1 mL). After stirring for 15 min, iodobutane (24 μL, 0.21 mmol) was added. The reaction was stirred at rt for 15 h. Additional iodobutane (24 μL, 0.21 mmol) was added, and the reaction was stirred at 60° C. for 10 h and then at rt for 48 h. The reaction was diluted with dichloromethane and filtered ... Starting materials: [H-].[Na+] (sodium hydride), N1N=CC=C1 (pyrazole), N1N=CC=C1 (pyrazole), ClCCC1OC2=C(C(N(C1)C)=O)C=CC=N2 (2-(2-chloroethyl)-2,3-dihydro-4-methylpyrido[3,2-f][1,4]oxazepine-5(4H)-one), [H-].[Na+] (sodium hydride), N1N=CC=C1 (pyrazole). The solvent is CN(C=O)C (dimethylformamide), CN(C=O)C (dimethylformamide), CN(C=O)C (dimethylformamide), CN(C=O)C (dimethylformamide). Conditions: time 8 hour. Product: CN1CC(OC2=C(C1=O)C=CC=N2)CCN2N=CC=C2 (2,3-Dihydro-4-methyl-2-[2-(1H-pyrazol-1-yl)ethyl]pyrido[3,2-f][1,4]oxazepin-5(4H)-one). RXN SMILES: [H-].[Na+].[NH:3]1[CH:7]=[CH:6][CH:5]=[N:4]1.Cl[CH2:9][CH2:10][CH:11]1[CH2:17][N:16]([CH3:18])[C:15](=[O:19])[C:14]2[CH:20]=[CH:21][CH:22]=[N:23][C:13]=2[O:12]1>CN(C)C=O>[CH3:18][N:16]1[C:15](=[O:19])[C:14]2[CH:20]=[CH:21][CH:22]=[N:23][C:13]=2[O:12][CH:11]([CH2:10][CH2:9][N:3]2[CH:7]=[CH:6][CH:5]=[N:4]2)[CH2:17]1 |f:0.1|. Procedure details: To a suspension of sodium hydride (1.2 g active, 0.05 mole) in dimethylformamide (15 ml) was added dropwise a solution of pyrazole (3.10 g, 0.045 mole) in dimethylformamide (15 ml). The resulting solution was then added to a solution of 2-(2-chloroethyl)-2,3-dihydro-4-methylpyrido[3,2-f][1,4]oxazepine-5(4H)-one (9.12 g, 0.038 mole) in 30 ml of dimethylformamide. The flask was sealed and stirred overnight. Because the reaction had not yet gone to completion at this point, pyrazole (3.12 g, 0.045 ...